From a dataset of the Open Reaction Database (ORD), a public repository of structured organic reaction records. describe an organic reaction: reactants, conditions, products, and yield Reactants: FC1=CC=C(C=C1)N1N=CC=2N(CCCC21)C(C(CC)N2N=C(C=C2C)C(C)(C)O)=O (1-[1-(4-fluorophenyl)-6,7-dihydro-5H-pyrazolo[4,3-b]pyridin-4-yl]-2-[3-(1-hydroxy-1-methyl-ethyl)-5-methyl-pyrazol-1-yl]butan-1-one), Cl (HCl). Product: FC1=CC=C(C=C1)N1N=CC=2N(CCCC21)C(C(CC)N2N=C(C=C2C)C(=C)C)=O (1-[1-(4-fluorophenyl)-6,7-dihydro-5H-pyrazolo[4,3-b]pyridin-4-yl]-2-(3-isopropenyl-5-methyl-pyrazol-1-yl)butan-1-one). Reaction SMILES: [F:1][C:2]1[CH:7]=[CH:6][C:5]([N:8]2[C:16]3[CH2:15][CH2:14][CH2:13][N:12]([C:17](=[O:31])[CH:18]([N:21]4[C:25]([CH3:26])=[CH:24][C:23]([C:27](O)([CH3:29])[CH3:28])=[N:22]4)[CH2:19][CH3:20])[C:11]=3[CH:10]=[N:9]2)=[CH:4][CH:3]=1.Cl>>[F:1][C:2]1[CH:3]=[CH:4][C:5]([N:8]2[C:16]3[CH2:15][CH2:14][CH2:13][N:12]([C:17](=[O:31])[CH:18]([N:21]4[C:25]([CH3:26])=[CH:24][C:23]([C:27]([CH3:29])=[CH2:28])=[N:22]4)[CH2:19][CH3:20])[C:11]=3[CH:10]=[N:9]2)=[CH:6][CH:7]=1. Reported procedure: A portion of 1-[1-(4-fluorophenyl)-6,7-dihydro-5H-pyrazolo[4,3-b]pyridin-4-yl]-2-[3-(1-hydroxy-1-methyl-ethyl)-5-methyl-pyrazol-1-yl]butan-1-one was treated with 6 M HCl until complete. The reaction slurry was purified by reverse phase HPLC (C18 column, acetonitrile-H2O with 0.1% TFA as eluent) to provide 12 mg of the title compound as an off-white solid. 1H NMR (400 MHz, CDCl3) δ 8.47 (s, 1H), 7.44 (m, 2H), 7.14 (t, J=8.6 Hz, 2H), 6.14 (s, 1H), 5.42 (br s, 1H), 5.22 (dd, J=7.1, 8.2 Hz, 1H), 5.0... Starting materials: COC(=O)C1=C(C=2N(N(C1=O)CC1=CC=C(C=C1)C1=CC=CC=C1)C=C(C2)Cl)O (1-biphenyl-4-ylmethyl-6-chloro-4-hydroxy-2-oxo-1,2-dihydro-pyrrolo[1,2-b]pyridazine-3-carboxylic acid methyl ester), N[C@@H](C)C(=O)O (L-alanine), C[O-].[Na+] (NaOMe). Product: C1(=CC=C(C=C1)CN1N2C(C(=C(C1=O)C(=O)N[C@H](C(=O)O)C)O)=CC(=C2)Cl)C2=CC=CC=C2 (2-(S)-[(1-Biphenyl-4-ylmethyl-6-chloro-4-hydroxy-2-oxo-1,2-dihydro-pyrrolo[1,2-b]pyridazine-3-carbonyl)-amino]-propionic acid). RXN SMILES: CO[C:3]([C:5]1[C:10](=[O:11])[N:9]([CH2:12][C:13]2[CH:18]=[CH:17][C:16]([C:19]3[CH:24]=[CH:23][CH:22]=[CH:21][CH:20]=3)=[CH:15][CH:14]=2)[N:8]2[CH:25]=[C:26]([Cl:28])[CH:27]=[C:7]2[C:6]=1[OH:29])=[O:4].[NH2:30][C@H:31]([C:33]([OH:35])=[O:34])[CH3:32].C[O-].[Na+]>>[C:16]1([C:19]2[CH:20]=[CH:21][CH:22]=[CH:23][CH:24]=2)[CH:15]=[CH:14][C:13]([CH2:12][N:9]2[C:10](=[O:11])[C:5]([C:3]([NH:30][C@@H:31]([CH3:32])[C:33]([OH:35])=[O:34])=[O:4])=[C:6]([OH:29])[C:7]3=[CH:27][C:26]([Cl:28])=[CH:25][N:8]23)=[CH:18][CH:17]=1 |f:2.3|. Reported procedure: Prepared according to the reaction condition used in Example 19 step a) from 1-biphenyl-4-ylmethyl-6-chloro-4-hydroxy-2-oxo-1,2-dihydro-pyrrolo[1,2-b]pyridazine-3-carboxylic acid methyl ester, L-alanine and NaOMe. ESI (m/z): 466 (M+H)+. Reactants: Br, Br, O=C([O-])O, CCCCO, CCO, CC(C)N1CC(CCCCCl)OC1=O, [I-], [K+], [Na+], Oc1ccccc1N1CCNCC1. The product is CC(C)N1CC(CCCCN2CCN(c3ccccc3O)CC2)OC1=O, Cl. RXN SMILES: [BrH:15].[BrH:16].[C:30](=[O:31])([OH:32])[O-:33].[CH2:37]([OH:38])[CH2:39][CH2:40][CH3:41].[CH3:42][CH2:43][OH:44].[Cl:1][CH2:2][CH2:3][CH2:4][CH2:5][CH:6]1[CH2:7][N:8]([CH:12]([CH3:13])[CH3:14])[C:9](=[O:11])[O:10]1.[I-:36].[K+:35].[Na+:34].[OH:17][c:18]1[c:19]([N:24]2[CH2:25][CH2:26][NH:27][CH2:28][CH2:29]2)[cH:20][cH:21][cH:22][cH:23]1>>[CH2:2]([CH2:3][CH2:4][CH2:5][CH:6]1[CH2:7][N:8]([CH:12]([CH3:13])[CH3:14])[C:9](=[O:11])[O:10]1)[N:27]1[CH2:26][CH2:25][N:24]([c:19]2[c:18]([OH:17])[cH:23][cH:22][cH:21][cH:20]2)[CH2:29][CH2:28]1.[ClH:1]. Reaction SMILES: [Br:1][c:2]1[cH:3][c:4](-[c:17]2[cH:18][cH:19][cH:20][cH:21][cH:22]2)[cH:5][c:6]2[c:7](-[c:11]3[cH:12][cH:13][cH:14][cH:15][cH:16]3)[cH:8][o:9][c:10]12.[C-:23]#[N:24].[ClH:25].[cH:26]1[cH:27][cH:28][n:29][cH:30][cH:31]1>>[c:2]1([C:23]#[N:24])[cH:3][c:4](-[c:17]2[cH:18][cH:19][cH:20][cH:21][cH:22]2)[cH:5][c:6]2[c:7](-[c:11]3[cH:12][cH:13][cH:14][cH:15][cH:16]3)[cH:8][o:9][c:10]12. Yields the product N#Cc1cc(-c2ccccc2)cc2c(-c3ccccc3)coc12. Starting materials: Brc1cc(-c2ccccc2)cc2c(-c3ccccc3)coc12, [C-]#N, Cl, c1ccncc1. Starting materials: ClCCCc1cncn1Cc1ccc(Br)cc1, [Li]CCCC, CN(C)CCN(C)C, CC(C)NC(C)C, CC(C)NC(C)C, [Li], C1CCOC1. The product is Brc1ccc(C2CCCc3cncn32)cc1. As a reaction SMILES: [Br:29][c:30]1[cH:31][cH:32][c:33]([CH2:34][n:35]2[cH:36][n:37][cH:38][c:39]2[CH2:40][CH2:41][CH2:42][Cl:43])[cH:44][cH:45]1.[CH2:16]([Li:17])[CH2:18][CH2:19][CH3:20].[CH3:21][N:22]([CH3:23])[CH2:24][CH2:25][N:26]([CH3:27])[CH3:28].[CH:1]([NH:2][CH:3]([CH3:4])[CH3:5])([CH3:6])[CH3:7].[CH:9]([NH:10][CH:11]([CH3:12])[CH3:13])([CH3:14])[CH3:15].[Li:8].[O:46]1[CH2:47][CH2:48][CH2:49][CH2:50]1>>[Br:29][c:30]1[cH:31][cH:32][c:33]([CH:34]2[n:35]3[cH:36][n:37][cH:38][c:39]3[CH2:40][CH2:41][CH2:42]2)[cH:44][cH:45]1.